Task: describe an organic reaction: reactants, conditions, products, and yield. Dataset: the Open Reaction Database (ORD), a public repository of structured organic reaction records Starting materials: C(C)OC(=O)C1CN(CCC1)CC1COC2=C(O1)C=CC=C2 (1-(2,3-dihydrobenzo[1,4]dioxin-2-ylmethyl)piperidine-3-carboxylic acid ethyl ester), [Li+].CC(C)[N-]C(C)C (LDA), CI (Methyl iodide). Run in C1CCOC1 (THF). Run at time 1 hour. The product is C(C)OC(=O)C1(CN(CCC1)CC1COC2=C(O1)C=CC=C2)C (1-(2,3-Dihydrobenzo[1,4]dioxin-2-ylmethyl)-3-methylpiperidine-3-carboxylic acid ethyl ester). Reaction SMILES: [CH2:1]([O:3][C:4]([CH:6]1[CH2:11][CH2:10][CH2:9][N:8]([CH2:12][CH:13]2[O:18][C:17]3[CH:19]=[CH:20][CH:21]=[CH:22][C:16]=3[O:15][CH2:14]2)[CH2:7]1)=[O:5])[CH3:2].[Li+].[CH3:24]C([N-]C(C)C)C.CI>C1COCC1>[CH2:1]([O:3][C:4]([C:6]1([CH3:24])[CH2:11][CH2:10][CH2:9][N:8]([CH2:12][CH:13]2[O:18][C:17]3[CH:19]=[CH:20][CH:21]=[CH:22][C:16]=3[O:15][CH2:14]2)[CH2:7]1)=[O:5])[CH3:2] |f:1.2|. Reported procedure: To a solution of 1-(2,3-dihydrobenzo[1,4]dioxin-2-ylmethyl)piperidine-3-carboxylic acid ethyl ester (10.05 g, 32.90 mmol) in dry THF (100 ml) at −78° C. was slowly added LDA (20.1 ml, 1.8 M). The reaction mixture was stirred at this temperature for 1 h. Methyl iodide (2.25 ml, 36.21 mmol) was then added, the cooling bath removed and stirring was continued for 10 h. After addition of water, the reaction mixture was extracted with EtOAc (3×25 ml). The combined organic phases were dried over Na2SO4...